From a dataset of the Open Reaction Database (ORD), a public repository of structured organic reaction records. describe an organic reaction: reactants, conditions, products, and yield The reactants are CCOC(=O)C(Cc1ccc(-c2ccno2)cc1)N(C)C(=O)c1cc(C)cc(C)c1, CO, [Li+], C1CCOC1, [OH-], O, O. Yields the product Cc1cc(C)cc(C(=O)N(C)C(Cc2ccc(-c3ccno3)cc2)C(=O)O)c1. As a reaction SMILES: [CH2:1]([CH3:2])[O:3][C:4]([CH:5]([N:6]([CH3:7])[C:8]([c:9]1[cH:10][c:11]([CH3:16])[cH:12][c:13]([CH3:15])[cH:14]1)=[O:17])[CH2:18][c:19]1[cH:20][cH:21][c:22](-[c:25]2[cH:26][cH:27][n:28][o:29]2)[cH:23][cH:24]1)=[O:30].[CH3:35][OH:36].[Li+:33].[O:37]1[CH2:38][CH2:39][CH2:40][CH2:41]1.[OH-:32].[OH2:31].[OH2:34]>>[O:3]=[C:4]([CH:5]([N:6]([CH3:7])[C:8]([c:9]1[cH:10][c:11]([CH3:16])[cH:12][c:13]([CH3:15])[cH:14]1)=[O:17])[CH2:18][c:19]1[cH:20][cH:21][c:22](-[c:25]2[cH:26][cH:27][n:28][o:29]2)[cH:23][cH:24]1)[OH:30]. The reactants are CN1CCCC1=O, COCCO, [H-], N#Cc1ccc(N)cc1Cl, [Na+], O. The product is COCCOc1cc(N)ccc1C#N. RXN SMILES: [CH3:18][N:19]1[CH2:20][CH2:21][CH2:22][C:23]1=[O:24].[CH3:3][O:4][CH2:5][CH2:6][OH:7].[H-:1].[NH2:8][c:9]1[cH:10][c:11]([Cl:17])[c:12]([C:13]#[N:14])[cH:15][cH:16]1.[Na+:2].[OH2:25]>>[CH3:3][O:4][CH2:5][CH2:6][O:7][c:11]1[cH:10][c:9]([NH2:8])[cH:16][cH:15][c:12]1[C:13]#[N:14]. The reactants are [Br-], COC(=O)c1[nH]c(C(C)(C)C)cc1[N+](=O)[O-], CCCC[N+](CCCC)(CCCC)Cc1ccccc1, COS(=O)(=O)OC, ClCCl, [Na+], [OH-]. The product is COC(=O)c1c([N+](=O)[O-])cc(C(C)(C)C)n1C. RXN SMILES: [Br-:26].[C:1]([CH3:2])([CH3:3])([CH3:4])[c:5]1[cH:6][c:7]([N+:14](=[O:15])[O-:16])[c:8]([C:10](=[O:11])[O:12][CH3:13])[nH:9]1.[CH2:27]([N+:28]([CH2:29][CH2:30][CH2:31][CH3:32])([CH2:33][CH2:34][CH2:35][CH3:36])[CH2:37][CH2:38][CH2:39][CH3:40])[c:41]1[cH:42][cH:43][cH:44][cH:45][cH:46]1.[CH3:17][O:18][S:19]([O:20][CH3:21])(=[O:22])=[O:23].[Cl:47][CH2:48][Cl:49].[Na+:25].[OH-:24]>>[C:1]([CH3:2])([CH3:3])([CH3:4])[c:5]1[cH:6][c:7]([N+:14](=[O:15])[O-:16])[c:8]([C:10](=[O:11])[O:12][CH3:13])[n:9]1[CH3:17]. Starting materials: CC(C)(C)Cc1cn(C(c2ccccc2)(c2ccccc2)c2ccccc2)c(CC(C)(O)c2ccc(-c3ccns3)cc2)n1, CO, Cl. Product: CC(C)(C)Cc1c[nH]c(CC(C)(O)c2ccc(-c3ccns3)cc2)n1. As a reaction SMILES: [CH3:2][C:3]([CH2:4][c:5]1[n:6][c:7]([CH2:29][C:30]([CH3:31])([OH:32])[c:33]2[cH:34][cH:35][c:36](-[c:39]3[cH:40][cH:41][n:42][s:43]3)[cH:37][cH:38]2)[n:8]([C:10]([c:11]2[cH:12][cH:13][cH:14][cH:15][cH:16]2)([c:17]2[cH:18][cH:19][cH:20][cH:21][cH:22]2)[c:23]2[cH:24][cH:25][cH:26][cH:27][cH:28]2)[cH:9]1)([CH3:44])[CH3:45].[CH3:46][OH:47].[ClH:1]>>[CH3:2][C:3]([CH2:4][c:5]1[n:6][c:7]([CH2:29][C:30]([CH3:31])([OH:32])[c:33]2[cH:34][cH:35][c:36](-[c:39]3[cH:40][cH:41][n:42][s:43]3)[cH:37][cH:38]2)[nH:8][cH:9]1)([CH3:44])[CH3:45]. As a reaction SMILES: [OH:1][C:2]1[CH:3]=[C:4]([CH:6]=[CH:7][CH:8]=1)[NH2:5].Cl[C:10]1[N:15]=[C:14]([NH:16][C:17]2[CH:22]=[CH:21][C:20]([Cl:23])=[CH:19][N:18]=2)[C:13]([F:24])=[CH:12][N:11]=1>>[Cl:23][C:20]1[CH:21]=[CH:22][C:17]([NH:16][C:14]2[C:13]([F:24])=[CH:12][N:11]=[C:10]([NH:5][C:4]3[CH:6]=[CH:7][CH:8]=[C:2]([OH:1])[CH:3]=3)[N:15]=2)=[N:18][CH:19]=1. Yields the product ClC=1C=CC(=NC1)NC1=NC(=NC=C1F)NC1=CC(=CC=C1)O (N4-(5-chloropyridin-2-yl)-5-fluoro-N2-(3-hydroxyphenyl)-2,4-pyrimidinediamine). Starting materials: OC=1C=C(N)C=CC1 (3-hydroxyaniline), ClC1=NC=C(C(=N1)NC1=NC=C(C=C1)Cl)F (2-chloro-N4-(5-chloropyridin-2-yl)-5-fluoro-4-pyrimidineamine). Procedure details: In like manner to the preparation of N4-(3-chloro-4-trifluoromethoxyphenyl)-5-fluoro-N2-(3-hydroxyphenyl)-2,4-pyrimidineamine, the reaction of 3-hydroxyaniline with 2-chloro-N4-(5-chloropyridin-2-yl)-5-fluoro-4-pyrimidineamine gave N4-(5-chloropyridin-2-yl)-5-fluoro-N2-(3-hydroxyphenyl)-2,4-pyrimidinediamine. 1H NMR (DMSO-d6): δ 10.80 (bs, 1H), 9.77 (bs, 1H), 8.45 (bd, 1H), 8.26 (d, 1H, J=3.9 Hz), 8.15 (d, 1H, J=8.7 Hz), 7.85 (dd, 1H, J=2.4 and 8.7 Hz), 7.06 (m, 3H), 6.43 (bd, 1H, J=7.2 Hz); LCM... The reactants are C1(CCCCC1)C(=O)Cl (cyclohexanecarbonyl chloride), C(C)(=O)C1=C(C(=CC=C1)C)O (2-Acetyl-6-methylphenol), O (water). Run in N1=CC=CC=C1 (pyridine). Product: C1(CCCCC1)C(=O)OC1=C(C=CC=C1C)C(C)=O (2-Acetyl-6-methylphenyl cyclohexanecarboxylate). Yield: 100.0%. RXN SMILES: [C:1]([C:4]1[CH:9]=[CH:8][CH:7]=[C:6]([CH3:10])[C:5]=1[OH:11])(=[O:3])[CH3:2].[CH:12]1([C:18](Cl)=[O:19])[CH2:17][CH2:16][CH2:15][CH2:14][CH2:13]1.O>N1C=CC=CC=1>[CH:12]1([C:18]([O:11][C:5]2[C:6]([CH3:10])=[CH:7][CH:8]=[CH:9][C:4]=2[C:1](=[O:3])[CH3:2])=[O:19])[CH2:17][CH2:16][CH2:15][CH2:14][CH2:13]1. Procedure details: 2-Acetyl-6-methylphenol (3.0 g) was dissolved in pyridine (15 ml) and to the solution was added dropwise cyclohexanecarbonyl chloride (3.08 g) with stirring at room temperature. After stirring for 4 hours, the reaction mixture was poured into cold water and extracted with ethyl acetate. The extract was washed with water, diluted hydrochloric acid and then water and dried (MgSO4). The solvent was distilled off under reduced pressure to obtain the title compound (5.2 g) as oil in a quantitative yi... The reactants are COC1=CC=C(C=C1)CNC(=O)C=1C(=C2C(=NC1)N(N=C2C)C)NCCNC(OC(C)(C)C)=O (tert-Butyl N-[2-[[5-[(4-methoxyphenyl)methylcarbamoyl]-1,3-dimethyl-pyrazolo[3,4-b]pyridin-4-yl]amino]ethyl]carbamate), FC(S(=O)(=O)O)(F)F (trifluoromethanesulfonic acid). The solvent is ClCCl (dichloromethane), C(C)OCC (diethylether), ClCCl (dichloromethane). The product is FC(S(=O)(=O)O)(F)F.NCCNC1=C2C(=NC=C1C(=O)N)N(N=C2C)C (4-(2-Aminoethylamino)-1,3-dimethyl-pyrazolo[3,4-b]pyridine-5-carboxamide trifluoromethanesulfonate). The yield is 117.3%. As a reaction SMILES: COC1C=CC(C[NH:10][C:11]([C:13]2[C:14]([NH:24][CH2:25][CH2:26][NH:27]C(=O)OC(C)(C)C)=[C:15]3[C:21]([CH3:22])=[N:20][N:19]([CH3:23])[C:16]3=[N:17][CH:18]=2)=[O:12])=CC=1.[F:35][C:36]([F:42])([F:41])[S:37]([OH:40])(=[O:39])=[O:38]>ClCCl.C(OCC)C>[F:35][C:36]([F:42])([F:41])[S:37]([OH:40])(=[O:39])=[O:38].[NH2:27][CH2:26][CH2:25][NH:24][C:14]1[C:13]([C:11]([NH2:10])=[O:12])=[CH:18][N:17]=[C:16]2[N:19]([CH3:23])[N:20]=[C:21]([CH3:22])[C:15]=12 |f:4.5|. Procedure details: To a solution of tert-Butyl N-[2-[[5-[(4-methoxyphenyl)methylcarbamoyl]-1,3-dimethyl-pyrazolo[3,4-b]pyridin-4-yl]amino]ethyl]carbamate (43 mg, 0.092 mmol) in dichloromethane (2.0 ml) was added trifluoromethanesulfonic acid (2.0 mL, 22.60 mmol) and the resulting orange-red mixture was stirred at room temperature over night. The reaction mixture was diluted with dichloromethane (40 ml) and diethylether (100 ml) subsequently upon which a white precipitate was formed. The mixture was stirred for 15 ... The reactants are COC1(C#N)CCN(Cc2ccccc2)C1, CO. Yields the product COC1(CN)CCN(Cc2ccccc2)C1. As a reaction SMILES: [CH2:1]([c:2]1[cH:3][cH:4][cH:5][cH:6][cH:7]1)[N:8]1[CH2:9][C:10]([O:13][CH3:14])([C:15]#[N:16])[CH2:11][CH2:12]1.[CH3:17][OH:18]>>[CH2:1]([c:2]1[cH:3][cH:4][cH:5][cH:6][cH:7]1)[N:8]1[CH2:9][C:10]([O:13][CH3:14])([CH2:15][NH2:16])[CH2:11][CH2:12]1.